Dataset: the Open Reaction Database (ORD), a public repository of structured organic reaction records. Task: describe an organic reaction: reactants, conditions, products, and yield Starting materials: C1(CCCCCO1)=O (ε-caprolactone), C1C(=O)OCC(=O)O1 (glycolide), C(CO)(=O)O (glycolic acid), CCCCC(CC)C(=O)[O-].CCCCC(CC)C(=O)[O-].[Sn+2] (stannous octoate). Run at temperature 160 celsius. Product: C1(CCCCCO1)=O.C1C(=O)OCC(=O)O1.C(CO)(=O)O (ε-CAPROLACTONE GLYCOLIDE GLYCOLIC ACID). Reaction SMILES: [C:1]1(=[O:8])[O:7][CH2:6][CH2:5][CH2:4][CH2:3][CH2:2]1.[CH2:9]1[O:16][C:14](=[O:15])[CH2:13][O:12][C:10]1=[O:11].[C:17]([OH:21])(=[O:20])[CH2:18][OH:19].CCCCC(C([O-])=O)CC.CCCCC(C([O-])=O)CC.[Sn+2]>>[C:1]1(=[O:8])[O:7][CH2:6][CH2:5][CH2:4][CH2:3][CH2:2]1.[CH2:9]1[O:16][C:14](=[O:15])[CH2:13][O:12][C:10]1=[O:11].[C:17]([OH:21])(=[O:20])[CH2:18][OH:19] |f:3.4.5,6.7.8|. Procedure: A flame dried, 250 ml, round bottom single neck flask is charged with 102.73 g (0.9 mole) of ε-caprolactone, 5.80 g (0.05 mole) of glycolide, 7.61 g (0.10 mole) of glycolic acid, and 0.121 milliliters of stannous octoate (0.33 molar in toluene). The flask is fitted with a flame dried mechanical stirrer. The reactor is purged with nitrogen three times before venting with nitrogen. The reaction mixture is heated to 160° C. and maintained at this temperature for 24 hours. The copolymer is isolated,... As a reaction SMILES: [Al+3:2].[CH3:7][CH:8]([CH2:9][CH2:10][O:11][c:12]1[cH:13][cH:14][c:15]([CH:16]=[O:17])[cH:18][cH:19]1)[CH3:20].[H-:1].[H-:4].[H-:5].[H-:6].[Li+:3].[Na+:36].[Na+:37].[O:38]1[CH2:39][CH2:40][CH2:41][CH2:42]1.[OH2:21].[OH2:22].[OH2:23].[OH2:24].[OH2:25].[OH2:26].[OH2:27].[OH2:28].[OH2:29].[OH2:30].[S:31]([O-:32])([O-:33])(=[O:34])=[O:35]>>[CH3:7][CH:8]([CH2:9][CH2:10][O:11][c:12]1[cH:13][cH:14][c:15]([CH2:16][OH:17])[cH:18][cH:19]1)[CH3:20]. The reactants are [Al+3], CC(C)CCOc1ccc(C=O)cc1, [H-], [H-], [H-], [H-], [Li+], [Na+], [Na+], C1CCOC1, O, O, O, O, O, O, O, O, O, O, O=S(=O)([O-])[O-]. The product is CC(C)CCOc1ccc(CO)cc1. The reactants are COC(C1=CC(=CC=C1)NC(CN1C(N(C2=C(C(=N1)C1CCCCC1)C=CC=C2)CC(C(C)(C)C)=O)=O)=O)=O (3-{2-[5-Cyclohexyl-1-(3,3-dimethyl-2-oxo-butyl)-2-oxo-1,2-dihydro-3H-1,3,4-benzotriazepin-3-yl]-acetylamino}-benzoic acid methyl ester), O=C1N(C2=C(C(=NN1CC(=O)O)C1=NC=CC=C1)C=CC=C2)CC(N2CCCC2)=O ([2-oxo-1-(2-oxo-2-pyrrolidin-1-yl-ethyl)-5-pyridin-2-yl-1,2-dihydro-3H-1,3,4-benzotriazepin-3-yl]-acetic acid), C(C)(C)(C)OC(N(C)C1=CC(=CC=C1)N)=O ((3-amino-phenyl)-methyl-carbamic acid tert-butyl ester), C1(CCCCC1)C1=NN(C(N(C2=C1C=CC=C2)CC(C(C)(C)C)=O)=O)CC(=O)O ([5-cyclohexyl-1-(3,3-dimethyl-2-oxo-butyl)-2-oxo-1,2-dihydro-3H-1,3,4-benzotriazepin-3-yl]-acetic acid), COC(C1=CC(=CC=C1)N)=O (3-amino-benzoic acid methyl ester). The product is C(C)(C)(C)OC(N(C)C1=CC(=CC=C1)NC(CN1C(N(C2=C(C(=N1)C1CCCCC1)C=CC=C2)CC(C(C)(C)C)=O)=O)=O)=O ((3-{2-[5-cyclohexyl-1-(3,3-dimethyl-2-oxo-butyl)-2-oxo-1,2-dihydro-3H-1,3,4-benzotriazepin-3-yl]-acetylamino}-phenyl)-methyl-carbamic acid tert-butyl ester). As a reaction SMILES: COC(=O)[C:4]1[CH:9]=[CH:8][CH:7]=[C:6]([NH:10][C:11](=[O:38])[CH2:12][N:13]2[N:19]=[C:18]([CH:20]3[CH2:25][CH2:24][CH2:23][CH2:22][CH2:21]3)[C:17]3[CH:26]=[CH:27][CH:28]=[CH:29][C:16]=3[N:15]([CH2:30][C:31](=[O:36])[C:32]([CH3:35])([CH3:34])[CH3:33])[C:14]2=[O:37])[CH:5]=1.O=C1N(CC(O)=O)N=C(C2C=CC=CN=2)C2C=CC=CC=2N1CC(=O)N1CCCC1.[C:70]([O:74][C:75](=[O:85])[N:76](C1C=CC=C(N)C=1)[CH3:77])([CH3:73])([CH3:72])[CH3:71].C1(C2C3C=CC=CC=3N(CC(=O)C(C)(C)C)C(=O)N(CC(O)=O)N=2)CCCCC1.COC(=O)C1C=CC=C(N)C=1>>[C:70]([O:74][C:75](=[O:85])[N:76]([C:4]1[CH:9]=[CH:8][CH:7]=[C:6]([NH:10][C:11](=[O:38])[CH2:12][N:13]2[N:19]=[C:18]([CH:17]3[CH2:16][CH2:29][CH2:28][CH2:27][CH2:26]3)[C:20]3[CH:21]=[CH:22][CH:23]=[CH:24][C:25]=3[N:15]([CH2:30][C:31](=[O:36])[C:32]([CH3:34])([CH3:35])[CH3:33])[C:14]2=[O:37])[CH:5]=1)[CH3:77])([CH3:73])([CH3:72])[CH3:71]. Reported procedure: The title compound was obtained by the method used in the preparation of 3-{2-[5-cyclohexyl-1-(3,3-dimethyl-2-oxo-butyl)-2-oxo-1,2-dihydro-3H-1,3,4-benzotriazepin-3-yl]-acetylamino}-benzoic acid methyl ester (Example 1, step e) except that [2-oxo-1-(2-oxo-2-pyrrolidin-1-yl-ethyl)-5-pyridin-2-yl-1,2-dihydro-3H-1,3,4-benzotriazepin-3-yl]-acetic acid (Example 6, step a) and (3-amino-phenyl)-methyl-carbamic acid tert-butyl ester (Example 3, step c) were used in place of [5-cyclohexyl-1-(3,3-dimethyl... Product: C(C)(C)(C)C1CCC(CC1)N1CC(C(C1)C1=CC=C(C=C1)C(C)(C)C)C (N-(4-tert-butylcyclohexyl)-3-methyl-4-(4-tert-butyl-phenyl)-pyrrolidine). Solvent: CO (methanol). The reactants are CC1CNCC1C1=CC=C(C=C1)C(C)(C)C (3-methyl-4-(4-tert-butylphenyl)-pyrrolidine), C(C)(C)(C)C1CCC(CC1)=O (4-tert-butylcyclohexanone), C(#N)[BH3-].[Na+] (sodium cyanoborohydride). RXN SMILES: [CH3:1][CH:2]1[CH:6]([C:7]2[CH:12]=[CH:11][C:10]([C:13]([CH3:16])([CH3:15])[CH3:14])=[CH:9][CH:8]=2)[CH2:5][NH:4][CH2:3]1.[C:17]([CH:21]1[CH2:26][CH2:25][C:24](=O)[CH2:23][CH2:22]1)([CH3:20])([CH3:19])[CH3:18].C([BH3-])#N.[Na+]>CO.[Cl-].[Zn+2].[Cl-]>[C:17]([CH:21]1[CH2:26][CH2:25][CH:24]([N:4]2[CH2:5][CH:6]([C:7]3[CH:8]=[CH:9][C:10]([C:13]([CH3:15])([CH3:14])[CH3:16])=[CH:11][CH:12]=3)[CH:2]([CH3:1])[CH2:3]2)[CH2:23][CH2:22]1)([CH3:20])([CH3:19])[CH3:18] |f:2.3,5.6.7|. Procedure: 2.17 g (10 millimoles) of 3-methyl-4-(4-tert-butylphenyl)-pyrrolidine (80% of transisomer), 1.54 g (10 millimoles) of 4-tert-butylcyclohexanone, 0.75 g (5.5 millimoles) of zinc(II) chloride and 0.70 g (11 millimoles) of sodium cyanoborohydride in 100 ml of absolute methanol are stirred for 48 hours at 20° C. The solvent is evaporated under reduced pressure, and the residue is dissolved in 5% strength sodium hydroxide solution and methyl tert-butyl ether. The organic phase is washed with sodium c... Reagents/catalysts: [Cl-].[Zn+2].[Cl-] (zinc(II) chloride). Reactants: BrB(Br)Br, ClCCl, COc1ccc(-c2csnn2)cc1. Yields the product Oc1ccc(-c2csnn2)cc1. RXN SMILES: [B:14]([Br:15])([Br:16])[Br:17].[CH2:18]([Cl:19])[Cl:20].[CH3:1][O:2][c:3]1[cH:4][cH:5][c:6](-[c:9]2[n:10][n:11][s:12][cH:13]2)[cH:7][cH:8]1>>[OH:2][c:3]1[cH:4][cH:5][c:6](-[c:9]2[n:10][n:11][s:12][cH:13]2)[cH:7][cH:8]1. Reactants: CC1(C)Cc2ccc(C#N)cc2C1NC(=O)c1cc2cc(Cl)ccc2[nH]1, CI, [K+], [K+], O=C([O-])[O-], CN(C)C=O, O. Product: Cn1c(C(=O)NC2c3cc(C#N)ccc3CC2(C)C)cc2cc(Cl)ccc21. Reaction SMILES: [C:1](#[N:2])[c:3]1[cH:4][cH:5][c:6]2[c:10]([cH:11]1)[CH:9]([NH:12][C:13](=[O:14])[c:15]1[nH:16][c:17]3[cH:18][cH:19][c:20]([Cl:24])[cH:21][c:22]3[cH:23]1)[C:8]([CH3:25])([CH3:26])[CH2:7]2.[CH3:33][I:34].[K+:27].[K+:28].[O-:29][C:30]([O-:31])=[O:32].[O:36]=[CH:37][N:38]([CH3:39])[CH3:40].[OH2:35]>>[C:1](#[N:2])[c:3]1[cH:4][cH:5][c:6]2[c:10]([cH:11]1)[CH:9]([NH:12][C:13](=[O:14])[c:15]1[n:16]([CH3:30])[c:17]3[cH:18][cH:19][c:20]([Cl:24])[cH:21][c:22]3[cH:23]1)[C:8]([CH3:25])([CH3:26])[CH2:7]2.